From a dataset of the Open Reaction Database (ORD), a public repository of structured organic reaction records. describe an organic reaction: reactants, conditions, products, and yield Starting materials: O=C([O-])[O-], CS(=O)(=O)Cl, [K+], [K+], O, CCOC(=O)C(C#N)=NO, c1ccccc1. Product: CCOC(=O)C(C#N)=NOS(C)(=O)=O. As a reaction SMILES: [C:11](=[O:12])([O-:13])[O-:14].[CH3:23][S:24]([Cl:25])(=[O:26])=[O:27].[K+:15].[K+:16].[OH2:28].[OH:1][N:2]=[C:3]([C:4](=[O:5])[O:6][CH2:7][CH3:8])[C:9]#[N:10].[cH:17]1[cH:18][cH:19][cH:20][cH:21][cH:22]1>>[O:1]([N:2]=[C:3]([C:4](=[O:5])[O:6][CH2:7][CH3:8])[C:9]#[N:10])[S:24]([CH3:23])(=[O:26])=[O:27]. Starting materials: CCN(CC)C=1C=CC=CC1 (Diethylaniline), ClC(=O)OC1=CC=C(C=C1)OC (4-methoxyphenyl chloroformate), amine. Run in ClCCl (dichloromethane). Conditions: temperature 0 celsius, time 40 minute. Product: COC1=CC=C(C=C1)OC(N)=O (carbamic acid 4-methoxyphenyl ester). Yield: 256.4%. As a reaction SMILES: CC[N:3](C1C=CC=CC=1)CC.Cl[C:13]([O:15][C:16]1[CH:21]=[CH:20][C:19]([O:22][CH3:23])=[CH:18][CH:17]=1)=[O:14]>ClCCl>[CH3:23][O:22][C:19]1[CH:20]=[CH:21][C:16]([O:15][C:13](=[O:14])[NH2:3])=[CH:17][CH:18]=1. Reported procedure: Diethylaniline (0.33 μL, 2.1 μmol, 1.1 equiv) and 4-methoxyphenyl chloroformate (0.85 μL, 5.7 μmol, 3.0 equiv) were added separately, each in one portion, to a stirred solution of the amine (1.0 mg, 1.9 μmol, 1 equiv) in dichloromethane (0.15 mL) at 0° C. under an argon atmosphere. The reaction mixture was stirred at 0° C. for 40 min, then was quenched by the addition of a 1:1 mixture of water and saturated aqueous sodium hydrogen carbonate solution (3 mL). The mixture was extracted with ethyl a... The reactants are C(C)(=O)N1CCC2=C(CC1)N=CC(=N2)N (7-acetyl-2-amino-6,7,8,9-tetrahydro-5H-pyrazino[2,3-d]azepine), [H-].[Al+3].[Li+].[H-].[H-].[H-] (lithium aluminum hydride), Cl (monohydrochloride). The product is Cl.NC=1C=NC2=C(CCN(CC2)CC)N1 (2-Amino-7-ethyl-6,7,8,9-tetrahydro-5H-pyrazino[2,3-d]azepine monohydrochloride). As a reaction SMILES: [C:1]([N:4]1[CH2:10][CH2:9][C:8]2[N:11]=[CH:12][C:13]([NH2:15])=[N:14][C:7]=2[CH2:6][CH2:5]1)(=O)[CH3:2].[H-].[Al+3].[Li+].[H-].[H-].[H-].[ClH:22]>>[ClH:22].[NH2:15][C:13]1[CH:12]=[N:11][C:8]2[CH2:9][CH2:10][N:4]([CH2:1][CH3:2])[CH2:5][CH2:6][C:7]=2[N:14]=1 |f:1.2.3.4.5.6,8.9|. Reported procedure: This compound was prepared analogous to Example 17 from 7-acetyl-2-amino-6,7,8,9-tetrahydro-5H-pyrazino[2,3-d]azepine by reduction with lithium aluminum hydride and subsequent precipitation of the monohydrochloride. Reactants: C(C)OC(=O)C1=CSC(=C1)Br (5-bromo-3-thiophenecarboxylic acid ethyl ester), C(CCC)[Sn](C1=CSC=C1)(CCCC)CCCC (tributyl(3-thienyl)stannane). Reagents/catalysts: [Pd].C1(=CC=CC=C1)P(C1=CC=CC=C1)C1=CC=CC=C1.C1(=CC=CC=C1)P(C1=CC=CC=C1)C1=CC=CC=C1.C1(=CC=CC=C1)P(C1=CC=CC=C1)C1=CC=CC=C1.C1(=CC=CC=C1)P(C1=CC=CC=C1)C1=CC=CC=C1 (tetrakis(triphenylphosphine) palladium). Yields the product C(C)OC(=O)C1=CSC(=C1)C1=CSC=C1 (5-(3-thienyl)-3-thiophenecarboxylic acid ethyl ester). Isolated yield 44.7%. As a reaction SMILES: [CH2:1]([O:3][C:4]([C:6]1[CH:10]=[C:9](Br)[S:8][CH:7]=1)=[O:5])[CH3:2].C([Sn](CCCC)(CCCC)[C:17]1[CH:21]=[CH:20][S:19][CH:18]=1)CCC>[Pd].C1(P(C2C=CC=CC=2)C2C=CC=CC=2)C=CC=CC=1.C1(P(C2C=CC=CC=2)C2C=CC=CC=2)C=CC=CC=1.C1(P(C2C=CC=CC=2)C2C=CC=CC=2)C=CC=CC=1.C1(P(C2C=CC=CC=2)C2C=CC=CC=2)C=CC=CC=1>[CH2:1]([O:3][C:4]([C:6]1[CH:10]=[C:9]([C:17]2[CH:21]=[CH:20][S:19][CH:18]=2)[S:8][CH:7]=1)=[O:5])[CH3:2] |f:2.3.4.5.6|. Procedure: The same reaction as in Referential Example 37 was carried out except using 380 mg of 5-bromo-3-thiophenecarboxylic acid ethyl ester [see J. Am. Chem. Soc., 26, 2446 (1954)], 730 mg of tributyl(3-thienyl)stannane and 10 mg of tetrakis(triphenylphosphine) palladium to give 172 mg (yield 51%) of 5-(3-thienyl)-3-thiophenecarboxylic acid ethyl ester. Reactants: C(CCC)C=1NC(=C(N1)C(C(C)C)=O)C#N (2-butyl-4-isobutyrylimidazole-5-carbonitrile), BrCC1=CC=C(C=C1)C=1C(=CC=CC1)C(=O)OC(C)(C)C (t-butyl 4'-(bromomethyl)biphenyl-2-carboxylate), [H-].[Na+] (sodium hydride). The solvent is CN(C(C)=O)C (N,N-dimethylacetamide). Yields the product C(C)(C)(C)OC(=O)C1=C(C=CC=C1)C1=CC=C(C=C1)CN1C(=NC(=C1C#N)C(C(C)C)=O)CCCC (1-[(2'-t-butoxycarbonylbiphenyl-4-yl)methyl]-2-butyl-4-isobutyrylimidazole-5-carbonitrile). Yield: 86.4%. Reaction SMILES: [CH2:1]([C:5]1[NH:6][C:7]([C:15]#[N:16])=[C:8]([C:10](=[O:14])[CH:11]([CH3:13])[CH3:12])[N:9]=1)[CH2:2][CH2:3][CH3:4].Br[CH2:18][C:19]1[CH:24]=[CH:23][C:22]([C:25]2[C:26]([C:31]([O:33][C:34]([CH3:37])([CH3:36])[CH3:35])=[O:32])=[CH:27][CH:28]=[CH:29][CH:30]=2)=[CH:21][CH:20]=1.[H-].[Na+]>CN(C)C(=O)C>[C:34]([O:33][C:31]([C:26]1[CH:27]=[CH:28][CH:29]=[CH:30][C:25]=1[C:22]1[CH:23]=[CH:24][C:19]([CH2:18][N:6]2[C:7]([C:15]#[N:16])=[C:8]([C:10](=[O:14])[CH:11]([CH3:12])[CH3:13])[N:9]=[C:5]2[CH2:1][CH2:2][CH2:3][CH3:4])=[CH:20][CH:21]=1)=[O:32])([CH3:37])([CH3:36])[CH3:35] |f:2.3|. Procedure details: Following a procedure similar to that described in Example 45(a), but using 0.85 g of 2-butyl-4-isobutyrylimidazole-5-carbonitrile (prepared as described in Preparation 27), 1.34 g of t-butyl 4'-(bromomethyl)biphenyl-2-carboxylate and 170 mg of sodium hydride (as a 55% w/w dispersion in mineral oil) in 15 ml of N,N-dimethylacetamide, 1.62 g of the title compound were obtained as a viscous oil. RXN SMILES: [OH:1][C:2]1[CH:7]=[CH:6][C:5]([C:8]([C:10]2[CH:25]=[CH:24][CH:23]=[CH:22][C:11]=2[C:12]([O:14][CH2:15][C:16]2[CH:21]=[CH:20][CH:19]=[CH:18][CH:17]=2)=[O:13])=[O:9])=[CH:4][C:3]=1[N+:26]([O-])=O.[CH2:29]([O:31][C:32]([N:34]=[C:35]=S)=[O:33])[CH3:30].C(Cl)CCl.C(O)(=O)CC(CC(O)=O)(C(O)=O)O>C(O)(=O)C.C(OCC)(=O)C.[Fe]>[CH2:29]([O:31][C:32]([NH:34][C:35]1[O:1][C:2]2[CH:7]=[CH:6][C:5]([C:8]([C:10]3[CH:25]=[CH:24][CH:23]=[CH:22][C:11]=3[C:12]([O:14][CH2:15][C:16]3[CH:21]=[CH:20][CH:19]=[CH:18][CH:17]=3)=[O:13])=[O:9])=[CH:4][C:3]=2[N:26]=1)=[O:33])[CH3:30]. Isolated yield 9.2%. Run at time 35 minute. The product is C(C)OC(=O)NC=1OC2=C(N1)C=C(C=C2)C(=O)C2=C(C(=O)OCC1=CC=CC=C1)C=CC=C2 (phenylmethyl 2-[(2-{[(ethyloxy)carbonyl]amino}-1,3-benzoxazol-5-yl)carbonyl]benzoate), solid. Starting materials: OC1=C(C=C(C=C1)C(=O)C1=C(C(=O)OCC2=CC=CC=C2)C=CC=C1)[N+](=O)[O-] (phenylmethyl 2-[(4-hydroxy-3-nitrophenyl)carbonyl]benzoate), C(CCl)Cl (EDC), C(CC(O)(C(=O)O)CC(=O)O)(=O)O (citric acid), C(C)OC(=O)N=C=S (ethoxycarbonyl isothiocyanate). The solvent is C(C)(=O)O (acetic acid), C(C)(=O)OCC (ethyl acetate). Reagents/catalysts: [Fe] (iron). Reported procedure: A solution of phenylmethyl 2-[(4-hydroxy-3-nitrophenyl)carbonyl]benzoate (5.78 g, 15.3 mmol) in acetic acid (50 mL) was treated with iron powder (8.5 g, 153 mmol) at 50° C. for 30 min. After cooling to rt, the mixture was diluted with ethyl acetate, and the solids were removed by filtration though celite. The organic filtrate was washed with saturated sodium bicarbonate, which lead to further precipitation of solid contaminants. These solids were removed by filtration. The resulting organic filt...